Dataset: the Open Reaction Database (ORD), a public repository of structured organic reaction records. Task: describe an organic reaction: reactants, conditions, products, and yield The reactants are C(C(C)=C)C1CC(=O)OC1=O (β-Methallylsuccinic anhydride), [H][H] (hydrogen), two, [H][H] (hydrogen). The reagents and catalysts are [Pd] (Pd/C). Run in C1(=CC=CC=C1)C (toluene), stainless steel. Run at time 2 hour. Product: C(C(C)C)C1C(=O)OC(C1)=O (isobutylsuccinic anhydride). The yield is 97.5%. Reaction SMILES: [CH2:1]([CH:5]1[C:10](=[O:11])[O:9][C:7](=[O:8])[CH2:6]1)[C:2](=[CH2:4])[CH3:3].[H][H]>C1(C)C=CC=CC=1.[Pd]>[CH2:1]([CH:5]1[CH2:6][C:7](=[O:8])[O:9][C:10]1=[O:11])[CH:2]([CH3:4])[CH3:3]. Procedure details: β-Methallylsuccinic anhydride (539 g, 3.50 mole) was dissolved in toluene (800 mL) in a 1700 mL Parr stainless steel bottle fitted with a heating jacket. 10% Pd/C (3.60 g) was added and the bottle was connected to a Parr 2 L shaker fitted with two 4 L hydrogen tanks. After several evacuations and refilling with hydrogen, the shaker was started with the heater controlled for 60° C. The initial pressure was 60 lbs. When the pressure fell to 10 lbs, the tanks were repressurized to 60 lbs. After two... The reactants are C(C)(C)(C)OOC(CC(O)C)(C)C (3-t-butylperoxy-1,3-dimethylbutanol), N1=CC=CC=C1 (pyridine), 3-neoheptanoylperoxy-1,3-dimethylbutyl, C(C(=O)Cl)(=O)Cl (oxalyl chloride), 94.4, C(CCC(C)(C)C)(=O)OOC(CC(C)O)(C)C (3-hydroxy- 1,1-dimethylbutyl peroxyneoheptanoate), peroxide, 3-t-butylperoxy-1,3-dimethylbutyl, O=O (oxygen). The solvent is CC(C)(C)OC (MTBE), CC(C)(C)OC (MTBE). Run at time 60 minute. The product is C(C(=O)OC(CC(C)(C)OOC(CCC(C)(C)C)=O)C)(=O)OC(CC(C)(C)OOC(C)(C)C)C (3-t-Butylperoxy-1,3-dimethylbutyl 3-Neoheptanoylperoxy-1,3-dimethylbutyl Oxalate). The yield is 100.0%. As a reaction SMILES: [C:1](Cl)(=[O:5])[C:2](Cl)=[O:3].[C:7]([O:11][O:12][C:13]([CH3:19])([CH3:18])[CH2:14][CH:15]([CH3:17])[OH:16])([CH3:10])([CH3:9])[CH3:8].N1C=CC=CC=1.[C:26]([O:34][O:35][C:36]([CH3:42])([CH3:41])[CH2:37][CH:38]([OH:40])[CH3:39])(=[O:33])[CH2:27][CH2:28][C:29]([CH3:32])([CH3:31])[CH3:30].O=O>CC(OC)(C)C>[C:1]([O:16][CH:15]([CH3:17])[CH2:14][C:13]([O:12][O:11][C:7]([CH3:10])([CH3:9])[CH3:8])([CH3:18])[CH3:19])(=[O:5])[C:2]([O:40][CH:38]([CH3:39])[CH2:37][C:36]([O:35][O:34][C:26](=[O:33])[CH2:27][CH2:28][C:29]([CH3:32])([CH3:31])[CH3:30])([CH3:42])[CH3:41])=[O:3]. Procedure details: A 250 mL 3-necked flask equipped with a magnetic stirring bar, a nitrogen inlet line, a thermometer and an addition funnel was charged with 75 mL ofMTBE and 2.5 g (19.3 mmoles) of oxalyl chloride and the flask contents werecooled to 0° C. Then a solution of 3.9 g (19 mmoles) of 92.6% 3-t-butylperoxy-1,3-dimethylbutanol and 1.5 g (19.0 mmoles)of pyridine in 10 mL of MTBE was added dropwise over 30 minutes while the temperature wasmaintained at 0°-5° C. After the addition was completed the reactio...